From a dataset of the Open Reaction Database (ORD), a public repository of structured organic reaction records. describe an organic reaction: reactants, conditions, products, and yield Reactants: C(CCCC)C1=CC(=NC=C1)C(=O)O (4-Pentylpyridine-2-carboxylic acid), C(CCCC)C1=CC=NC=C1 (4-pentylpyridine), OO (hydrogen peroxide). Run in C(Cl)Cl (DCM), C(C)(=O)O (acetic acid). Product: C(CCCC)C1=CC=[N+](C=C1)[O-] (4-pentylpyridine-N-oxide). Yield: 100.0%. As a reaction SMILES: [CH2:1]([C:6]1[CH:11]=[CH:10][N:9]=[C:8](C(O)=O)[CH:7]=1)[CH2:2][CH2:3][CH2:4][CH3:5].C(C1C=CN=CC=1)CCCC.[OH:26]O>C(O)(=O)C.C(Cl)Cl>[CH2:1]([C:6]1[CH:11]=[CH:10][N+:9]([O-:26])=[CH:8][CH:7]=1)[CH2:2][CH2:3][CH2:4][CH3:5]. Reported procedure: 4-Pentylpyridine-2-carboxylic acid (10b) (R9=pentyl) was made by employing Method P. To 4-pentylpyridine (3 g, 20 mmol) in acetic acid (30 mL), hydrogen peroxide (0.7 g, 30%, 20 mmol) was added and refluxed overnight. Removal of solvent resulted in residue which was dissolved in DCM (100 mL) dried over MgSO4 and filtered. Removal of DCM resulted in a brown liquid, 4-pentylpyridine-N-oxide, (3.3 g, 100%). To trimethylsilyl cyanide (2.37 g, 24 mmol), 4-pentylpyridine N-oxide (3.3 g, 20 mmol) in DC... The reactants are Cl.C(C1=CC=CC=C1)OC=1C(=NC=C(C1)Br)NC=1SC=C(N1)C (3-(benzyloxy)-5-bromo-N-(4-methylthiazol-2-yl)pyridin-2-amine hydrochloride), [Li]C (MeLi), C(CCC)[Li] (butyllithium), FC(F)(F)I (trifluoromethyliodide). The product is Cl.C(C1=CC=CC=C1)OC=1C(=NC=C(C1)I)NC=1SC=C(N1)C (3-(benzyloxy)-5-iodo-N-(4-methylthiazol-2-yl)pyridin-2-amine hydrochloride). Isolated yield 37.0%. Reaction SMILES: [ClH:1].[CH2:2]([O:9][C:10]1[C:11]([NH:17][C:18]2[S:19][CH:20]=[C:21]([CH3:23])[N:22]=2)=[N:12][CH:13]=[C:14](Br)[CH:15]=1)[C:3]1[CH:8]=[CH:7][CH:6]=[CH:5][CH:4]=1.[Li]C.C([Li])CCC.FC([I:35])(F)F>>[ClH:1].[CH2:2]([O:9][C:10]1[C:11]([NH:17][C:18]2[S:19][CH:20]=[C:21]([CH3:23])[N:22]=2)=[N:12][CH:13]=[C:14]([I:35])[CH:15]=1)[C:3]1[CH:8]=[CH:7][CH:6]=[CH:5][CH:4]=1 |f:0.1,5.6|. Procedure details: 3-(Benzyloxy)-5-bromo-N-(4-methylthiazol-2-yl)pyridin-2-amine (prepared according to Example 1) (0.250 g, 0.664 mmol), MeLi (0.519 mL, 0.831 mmol), butyllithium (0.332 mL, 0.831 mmol) and trifluoromethyliodide (bubbled in excess) were reacted according to the method of Example 7 to provide 3-(benzyloxy)-5-iodo-N-(4-methylthiazol-2-yl)pyridin-2-amine hydrochloride (0.104 g, 37.0% yield). 1H NMR (d6-DMSO) δ 8.14 (d, 1H), 7.82 (m, 1H), 7.58 (m, 2H), 7.40 (m, 3H), 6.79 (s, 1H), 5.31 (s, 2H), 2.28 (s... Starting materials: C(C)(C)(C)OC(=O)N1C[C@@H](OCC1)C1=CC(=C(C=C1)NC(=O)C1=NC=CC(=C1)C#N)F ((S)-2-{4-[(4-Cyano-pyridine-2-carbonyl)-amino]-3-fluoro-phenyl}-morpholine-4-carboxylic acid tert-butyl ester), Cl (HCl), O1CCOCC1 (dioxane). Solvent: C1CCOC1 (THF). Reaction conditions: temperature 60 celsius, time 5 hour. The product is Cl.C(#N)C1=CC(=NC=C1)C(=O)NC1=C(C=C(C=C1)[C@H]1CNCCO1)F ((S)-4-Cyano-N-(2-fluoro-4-(morpholin-2-yl)phenyl)picolinamide hydrochloride). Yield: 85.0%. As a reaction SMILES: C(OC([N:8]1[CH2:13][CH2:12][O:11][C@@H:10]([C:14]2[CH:19]=[CH:18][C:17]([NH:20][C:21]([C:23]3[CH:28]=[C:27]([C:29]#[N:30])[CH:26]=[CH:25][N:24]=3)=[O:22])=[C:16]([F:31])[CH:15]=2)[CH2:9]1)=O)(C)(C)C.[ClH:32].O1CCOCC1>C1COCC1>[ClH:32].[C:29]([C:27]1[CH:26]=[CH:25][N:24]=[C:23]([C:21]([NH:20][C:17]2[CH:18]=[CH:19][C:14]([C@@H:10]3[O:11][CH2:12][CH2:13][NH:8][CH2:9]3)=[CH:15][C:16]=2[F:31])=[O:22])[CH:28]=1)#[N:30] |f:4.5|. Reported procedure: To a solution of (S)-2-{4-[(4-Cyano-pyridine-2-carbonyl)-amino]-3-fluoro-phenyl}-morpholine-4-carboxylic acid tert-butyl ester (73 mg, 171 μmol, Eq: 1.00) in THF (3 ml) was added 4M−HCl in dioxane (0.642 ml, 2.52 mmol, Eq: 15). The reaction mixture was stirred at 60° C. for 5 h. To the cooled mixture was then added ethyl acetate and the suspension was filtered off and dried under high vacuo to give the target compound as a white solid (53 mg, 85%). MS (ISP): 325.2 ([M+H]+).